This data is from the Open Reaction Database (ORD), a public repository of structured organic reaction records. The task is: describe an organic reaction: reactants, conditions, products, and yield The reactants are COC(CN)OC, Cc1nc(Cl)c2c(C)cccc2n1, C1CCOC1. Reaction SMILES: [CH3:14][O:15][CH:16]([CH2:17][NH2:18])[O:19][CH3:20].[Cl:1][c:2]1[n:3][c:4]([CH3:13])[n:5][c:6]2[cH:7][cH:8][cH:9][c:10]([CH3:12])[c:11]12.[O:21]1[CH2:22][CH2:23][CH2:24][CH2:25]1>>[c:2]1([NH:18][CH2:17][CH:16]([O:15][CH3:14])[O:19][CH3:20])[n:3][c:4]([CH3:13])[n:5][c:6]2[cH:7][cH:8][cH:9][c:10]([CH3:12])[c:11]12. The product is COC(CNc1nc(C)nc2cccc(C)c12)OC. Reactants: CCOC(=O)C(CCc1ccccc1)NC1CCCCCCN(CC(=O)OC(C)(C)C)C1=O, CCO, Cl. The product is CCOC(=O)CN1CCCCCCC(NC(CCc2ccccc2)C(=O)OCC)C1=O. RXN SMILES: [C:1]([CH3:2])([CH3:3])([CH3:4])[O:5][C:6](=[O:7])[CH2:8][N:9]1[C:10](=[O:33])[CH:11]([NH:18][CH:19]([CH2:20][CH2:21][c:22]2[cH:23][cH:24][cH:25][cH:26][cH:27]2)[C:28](=[O:29])[O:30][CH2:31][CH3:32])[CH2:12][CH2:13][CH2:14][CH2:15][CH2:16][CH2:17]1.[CH3:35][CH2:36][OH:37].[ClH:34]>>[CH2:1]([CH3:2])[O:5][C:6](=[O:7])[CH2:8][N:9]1[C:10](=[O:33])[CH:11]([NH:18][CH:19]([CH2:20][CH2:21][c:22]2[cH:23][cH:24][cH:25][cH:26][cH:27]2)[C:28](=[O:29])[O:30][CH2:31][CH3:32])[CH2:12][CH2:13][CH2:14][CH2:15][CH2:16][CH2:17]1. Starting materials: C1(C=CC(N1)=O)=O (maleimide), C(=C)OCCCCCCCCCC (decyl vinyl ether), C=CCCC (pentene). Solvent: C1(CCCCC1)=O (cyclohexanone). Run at temperature 60 celsius, time 6 hour. Product: C1(C=CC(N1)=O)=O.C(=C)OCCCCCCCCCC (maleimide decyl vinyl ether). The yield is 78.8%. As a reaction SMILES: [C:1]1(=[O:7])[NH:5][C:4](=[O:6])[CH:3]=[CH:2]1.[CH:8]([O:10][CH2:11][CH2:12][CH2:13][CH2:14][CH2:15][CH2:16][CH2:17][CH2:18][CH2:19][CH3:20])=[CH2:9].C=CCCC>C1(=O)CCCCC1>[C:4]1(=[O:6])[NH:5][C:1](=[O:7])[CH:2]=[CH:3]1.[CH:8]([O:10][CH2:11][CH2:12][CH2:13][CH2:14][CH2:15][CH2:16][CH2:17][CH2:18][CH2:19][CH3:20])=[CH2:9] |f:4.5|. Reported procedure: To a solution of 1.94 g of recrystallized maleimide (Eastman Kodak) in 20 ml of distilled cyclohexanone were added 3.69 g of decyl vinyl ether (Polysciences) which had been purified by passing through a silica adsorption column. To the mixture were then added 380 μml of dodecanethiol followed by 26 mg of azobisisobutyrlnitrile. The vessel was then sealed and deoxygenated with argon followed by placement in an oil bath where the temperature was maintained at 60° C. After six hours, the reaction m... Reactants: O=C([O-])O, S=C(Cl)Cl, Nc1cc(-c2ccccc2)n[nH]1, [NH4+], [Na+], C1COCCO1, [OH-], O=C(O)CC(O)(CC(=O)O)C(=O)O. The product is NC(=S)Nc1cc(-c2ccccc2)n[nH]1. RXN SMILES: [C:13](=[O:14])([OH:15])[O-:16].[Cl:18][C:19]([Cl:20])=[S:21].[NH2:1][c:2]1[cH:3][c:4](-[c:7]2[cH:8][cH:9][cH:10][cH:11][cH:12]2)[n:5][nH:6]1.[NH4+:22].[Na+:17].[O:37]1[CH2:38][CH2:39][O:40][CH2:41][CH2:42]1.[OH-:23].[OH:24][C:25]([CH2:26][C:27]([C:28](=[O:29])[OH:30])([CH2:31][C:32](=[O:33])[OH:34])[OH:35])=[O:36]>>[NH:1]([c:2]1[cH:3][c:4](-[c:7]2[cH:8][cH:9][cH:10][cH:11][cH:12]2)[n:5][nH:6]1)[C:19](=[S:21])[NH2:22]. The reactants are ClC1=NC(=NC=C1C(=O)OCC)N1CCC2=CC=CC=C12 (ethyl 4-chloro-2-(2,3-dihydro-1H-indol-1-yl)-5-pyrimidinecarboxylate), C([O-])([O-])=O.[Na+].[Na+] (sodium carbonate), FC1=CC=C(CN)C=C1 (4-fluorobenzylamine), O (water). Solvent: C(C)(C)O (isopropanol). The product is N1(CCC2=CC=CC=C12)C1=NC=C(C(=N1)NCC1=CC=C(C=C1)F)C(=O)OCC (ethyl 2-(2,3-dihydro-1H-indol-1-yl)-4-[(4-fluorobenzyl)amino]-5-pyrimidinecarboxylate). Yield: 81.2%. As a reaction SMILES: Cl[C:2]1[C:7]([C:8]([O:10][CH2:11][CH3:12])=[O:9])=[CH:6][N:5]=[C:4]([N:13]2[C:21]3[C:16](=[CH:17][CH:18]=[CH:19][CH:20]=3)[CH2:15][CH2:14]2)[N:3]=1.C(=O)([O-])[O-].[Na+].[Na+].[F:28][C:29]1[CH:36]=[CH:35][C:32]([CH2:33][NH2:34])=[CH:31][CH:30]=1.O>C(O)(C)C>[N:13]1([C:4]2[N:3]=[C:2]([NH:34][CH2:33][C:32]3[CH:35]=[CH:36][C:29]([F:28])=[CH:30][CH:31]=3)[C:7]([C:8]([O:10][CH2:11][CH3:12])=[O:9])=[CH:6][N:5]=2)[C:21]2[C:16](=[CH:17][CH:18]=[CH:19][CH:20]=2)[CH2:15][CH2:14]1 |f:1.2.3|. Procedure: To a solution of ethyl 4-chloro-2-(2,3-dihydro-1H-indol-1-yl)-5-pyrimidinecarboxylate (607 mg, 2.0 mmol) in isopropanol (5 mL) were added sodium carbonate (424 mg, 4 mmol) and 4-fluorobenzylamine (313 mg, 4 mmol) and the mixture was heated under reflux for 18 h. The reaction mixture was allowed to cool to room temperature and water was added. The precipitated crystals were collected by filtration, washed several times with cold water and cold ether and dried to give the title compound (637 mg, 8... Reactants: [Na] (sodium), BrC(C(=O)OCC)C (ethyl 2-bromopropionate), CO (methanol), ClC=1C=C(C=CC1)N1N=C(N=C1C)O (1-(3-chlorophenyl)-3-hydroxy-5-methyl-1,2,4-1H-triazole). Run in CS(=O)C (dimethylsulfoxide). The product is ClC=1C=C(C=CC1)N1N=C(N=C1C)OC(C)C(=O)OCC (1-(3-chlorophenyl)-3-(1-ethoxycarbonylethoxy)-5-methyl-1,2,4-1H-triazole). Yield: 68.0%. RXN SMILES: [Na].CO.[Cl:4][C:5]1[CH:6]=[C:7]([N:11]2[C:15]([CH3:16])=[N:14][C:13]([OH:17])=[N:12]2)[CH:8]=[CH:9][CH:10]=1.Br[CH:19]([CH3:25])[C:20]([O:22][CH2:23][CH3:24])=[O:21]>CS(C)=O>[Cl:4][C:5]1[CH:6]=[C:7]([N:11]2[C:15]([CH3:16])=[N:14][C:13]([O:17][CH:19]([C:20]([O:22][CH2:23][CH3:24])=[O:21])[CH3:25])=[N:12]2)[CH:8]=[CH:9][CH:10]=1 |^1:0|. Reported procedure: The process was carried out as was Example 9 above, starting with 0.8 g of sodium, 20 ml of methanol, 75 ml of dimethylsulfoxide, 7.8 g of 1-(3-chlorophenyl)-3-hydroxy-5-methyl-1,2,4-1H-triazole and 6.7 g of ethyl 2-bromopropionate. The yield was 7.8 g of the desired product, an oil. The reactants are COC(=O)N1CC(c2c[nH]c3cc(F)ccc23)C2C1CCN2C(=O)C(NC(=O)OC(C)(C)C)C1CCCCC1, O=C(Cl)C1CC1, ClCCl. Product: CC(C)(C)OC(=O)NC(C(=O)N1CCC2C1C(c1c[nH]c3cc(F)ccc13)CN2C(=O)C1CC1)C1CCCCC1. Reaction SMILES: [CH3:1][O:2][C:3](=[O:4])[N:5]1[CH:6]2[CH:7]([CH:8]([c:10]3[cH:11][nH:12][c:13]4[cH:14][c:15]([F:19])[cH:16][cH:17][c:18]34)[CH2:9]1)[N:20]([C:23]([CH:24]([CH:25]1[CH2:26][CH2:27][CH2:28][CH2:29][CH2:30]1)[NH:31][C:32](=[O:33])[O:34][C:35]([CH3:36])([CH3:37])[CH3:38])=[O:39])[CH2:21][CH2:22]2.[CH:40]1([C:43]([Cl:44])=[O:45])[CH2:41][CH2:42]1.[Cl:46][CH2:47][Cl:48]>>[C:3](=[O:4])([N:5]1[CH:6]2[CH:7]([CH:8]([c:10]3[cH:11][nH:12][c:13]4[cH:14][c:15]([F:19])[cH:16][cH:17][c:18]34)[CH2:9]1)[N:20]([C:23]([CH:24]([CH:25]1[CH2:26][CH2:27][CH2:28][CH2:29][CH2:30]1)[NH:31][C:32](=[O:33])[O:34][C:35]([CH3:36])([CH3:37])[CH3:38])=[O:39])[CH2:21][CH2:22]2)[CH:40]1[CH2:41][CH2:42]1.